This data is from the Open Reaction Database (ORD), a public repository of structured organic reaction records. The task is: describe an organic reaction: reactants, conditions, products, and yield Reactants: NC1=C(C=CC=C1)S (2-Aminobenzenethiol), [Na] (sodium), ClCC1=NOC(=N1)CCl (3,5-di(chloromethyl)-1,2,4-oxadiazole). Solvent: C(C)O (ethanol). Product: NC1=C(C=CC=C1)SCC1=NOC(=N1)CSC1=C(C=CC=C1)N (3,5,-di-(2-aminophenylthiomethyl)-1,2,4-oxadiazole). As a reaction SMILES: [NH2:1][C:2]1[CH:7]=[CH:6][CH:5]=[CH:4][C:3]=1[SH:8].[Na].Cl[CH2:11][C:12]1[N:16]=[C:15]([CH2:17]Cl)[O:14][N:13]=1>C(O)C>[NH2:1][C:2]1[CH:7]=[CH:6][CH:5]=[CH:4][C:3]=1[S:8][CH2:11][C:12]1[N:16]=[C:15]([CH2:17][S:8][C:3]2[CH:4]=[CH:5][CH:6]=[CH:7][C:2]=2[NH2:1])[O:14][N:13]=1 |^1:8|. Reported procedure: 2-Aminobenzenethiol (5.0 g, 0.04 mol) was dissolved in a solution of sodium (0.92 g, 0.04 mol) in ethanol (50 ml) and 3,5-di(chloromethyl)-1,2,4-oxadiazole (3.3 g, 0.02 mol) was added. After filtration of the mixture, the filtrate was collected and the solvent removed to yield the crude product which on re-crystallisation from isopropanol gave 3,5,-di-(2-aminophenylthiomethyl)-1,2,4-oxadiazole, m.p. 68°. Reactants: Cl.CN(CCCN=C=NCC)C (N-[3-(dimethylamino)propyl]-N′-ethylcarbodiimide hydrochloride), C(C)(C)(C)OC(=O)N1C(OC[C@]1(C(=O)O)C)(C)C ((4S)-3-(tert-butoxycarbonyl)-2,2,4-trimethyl-1,3-oxazolidine-4-carboxylic acid), C(C)(=O)NN (acetohydrazide), ON1N=NC2=C1C=CC=C2 (1-hydroxybenzotriazole), C(C)(C)N(CC)C(C)C (diisopropylethylamine). The solvent is O (water), CN(C)C=O (DMF). Conditions: time 5 hour. Product: C(C)(=O)NNC(=O)[C@]1(N(C(OC1)(C)C)C(=O)OC(C)(C)C)C (tert-butyl (4S)-4-[(2-acetylhydrazino)carbonyl]-2,2,4-trimethyl-1,3-oxazolidine-3-carboxylate). Isolated yield 91.3%. Reaction SMILES: [C:1]([O:5][C:6]([N:8]1[C@:12]([CH3:16])([C:13]([OH:15])=O)[CH2:11][O:10][C:9]1([CH3:18])[CH3:17])=[O:7])([CH3:4])([CH3:3])[CH3:2].[C:19]([NH:22][NH2:23])(=[O:21])[CH3:20].ON1C2C=CC=CC=2N=N1.C(N(C(C)C)CC)(C)C.Cl.CN(C)CCCN=C=NCC>O.CN(C=O)C>[C:19]([NH:22][NH:23][C:13]([C@:12]1([CH3:16])[CH2:11][O:10][C:9]([CH3:18])([CH3:17])[N:8]1[C:6]([O:5][C:1]([CH3:2])([CH3:3])[CH3:4])=[O:7])=[O:15])(=[O:21])[CH3:20] |f:4.5|. Procedure: To a mixture of 1.00 g of (4S)-3-(tert-butoxycarbonyl)-2,2,4-trimethyl-1,3-oxazolidine-4-carboxylic acid, 400 mg of acetohydrazide, 850 mg of 1-hydroxybenzotriazole, 2.0 ml of diisopropylethylamine, and 20 ml of DMF was added 1.2 g of N-[3-(dimethylamino)propyl]-N′-ethylcarbodiimide hydrochloride, followed by stirring at room temperature for 5 hours. To the reaction mixture was added water, followed by extraction with ethyl acetate. The organic layer was washed with water and a saturated aqueous... The reactants are ClC1=C(C=CC(=C1)F)C1=C(C=C(S1)C(=O)N1CCC(CC1)(N1CCC(CC1)(F)F)C(=O)N)C1=CC=C(C=C1)OCCCOC1OCCCC1 (1′-{[5-(2-Chloro-4-fluorophenyl)-4-{4-[3-(tetrahydro-2H-pyran-2-yloxy)propoxy]phenyl}thien-2-yl]carbonyl}-4,4-difluoro-1,4′-bipiperidine-4′-carboxamide), Cl (hydrochloric acid). Solvent: CO (methanol). Conditions: time 1 hour. Yields the product Cl.ClC1=C(C=CC(=C1)F)C1=C(C=C(S1)C(=O)N1CCC(CC1)(N1CCC(CC1)(F)F)C(=O)N)C1=CC=C(C=C1)OCCCO (1′-({5-(2-Chloro-4-fluorophenyl)-4-[4-(3-hydroxypropoxy)phenyl]-2-thienyl}carbonyl)-4,4-difluoro-1,4′-bipiperidine-4′-carboxamide hydrochloride). The yield is 208.1%. Reaction SMILES: [Cl:1][C:2]1[CH:7]=[C:6]([F:8])[CH:5]=[CH:4][C:3]=1[C:9]1[S:13][C:12]([C:14]([N:16]2[CH2:21][CH2:20][C:19]([C:30]([NH2:32])=[O:31])([N:22]3[CH2:27][CH2:26][C:25]([F:29])([F:28])[CH2:24][CH2:23]3)[CH2:18][CH2:17]2)=[O:15])=[CH:11][C:10]=1[C:33]1[CH:38]=[CH:37][C:36]([O:39][CH2:40][CH2:41][CH2:42][O:43]C2CCCCO2)=[CH:35][CH:34]=1.Cl>CO>[ClH:1].[Cl:1][C:2]1[CH:7]=[C:6]([F:8])[CH:5]=[CH:4][C:3]=1[C:9]1[S:13][C:12]([C:14]([N:16]2[CH2:21][CH2:20][C:19]([C:30]([NH2:32])=[O:31])([N:22]3[CH2:23][CH2:24][C:25]([F:28])([F:29])[CH2:26][CH2:27]3)[CH2:18][CH2:17]2)=[O:15])=[CH:11][C:10]=1[C:33]1[CH:34]=[CH:35][C:36]([O:39][CH2:40][CH2:41][CH2:42][OH:43])=[CH:37][CH:38]=1 |f:3.4|. Procedure details: 0.63 g of the compound obtained in stage 17A) and 2 ml of 2N ethereal hydrochloric acid are added to 15 ml of methanol. After 1 hour at AT, concentrating to dryness and then crystallizing from AcOEt, 0.612 g of the expected compound is obtained. Reactants: COCCN1CCN(c2cc(OC)c(N)cc2C)CC1, CO, CCOc1ccc(-c2nc3ccccn3c2-c2ccnc(Cl)n2)cc1C(=O)Nc1c(F)cccc1F, ClCCl, OC(F)(F)CF, N, Cc1ccc(S(=O)(=O)O)cc1. The product is CCOc1ccc(-c2nc3ccccn3c2-c2ccnc(Nc3cc(C)c(N4CCN(CCOC)CC4)cc3OC)n2)cc1C(=O)Nc1c(F)cccc1F. Reaction SMILES: [CH3:37][c:38]1[c:39]([N:47]2[CH2:48][CH2:49][N:50]([CH2:53][CH2:54][O:55][CH3:56])[CH2:51][CH2:52]2)[cH:40][c:41]([O:45][CH3:46])[c:42]([NH2:43])[cH:44]1.[CH3:75][OH:76].[Cl:1][c:2]1[n:3][cH:4][cH:5][c:6](-[c:8]2[c:9](-[c:17]3[cH:18][cH:19][c:20]([O:34][CH2:35][CH3:36])[c:21]([C:22](=[O:23])[NH:24][c:25]4[c:26]([F:32])[cH:27][cH:28][cH:29][c:30]4[F:31])[cH:33]3)[n:10][c:11]3[n:12]2[cH:13][cH:14][cH:15][cH:16]3)[n:7]1.[Cl:77][CH2:78][Cl:79].[F:68][CH2:69][C:70]([F:71])([F:72])[OH:73].[NH3:74].[c:57]1([CH3:58])[cH:59][cH:60][c:61]([S:62]([OH:63])(=[O:64])=[O:65])[cH:66][cH:67]1>>[c:2]1([NH:43][c:42]2[c:41]([O:45][CH3:46])[cH:40][c:39]([N:47]3[CH2:48][CH2:49][N:50]([CH2:53][CH2:54][O:55][CH3:56])[CH2:51][CH2:52]3)[c:38]([CH3:37])[cH:44]2)[n:3][cH:4][cH:5][c:6](-[c:8]2[c:9](-[c:17]3[cH:18][cH:19][c:20]([O:34][CH2:35][CH3:36])[c:21]([C:22](=[O:23])[NH:24][c:25]4[c:26]([F:32])[cH:27][cH:28][cH:29][c:30]4[F:31])[cH:33]3)[n:10][c:11]3[n:12]2[cH:13][cH:14][cH:15][cH:16]3)[n:7]1.